This data is from the Open Reaction Database (ORD), a public repository of structured organic reaction records. The task is: describe an organic reaction: reactants, conditions, products, and yield Reactants: O=C([O-])O, C1CCOC1, CO, Cl, CC(C)(C)OC(=O)N1CCC(Nc2c3nc(-c4c(F)cccc4F)c4cc(F)ccc4c3nn2COCC[Si](C)(C)C)CC1, [Na+], C1COCCO1. The product is C[Si](C)(C)CCOCn1nc2c(nc(-c3c(F)cccc3F)c3cc(F)ccc32)c1NC1CCNCC1. RXN SMILES: [C:48](=[O:49])([OH:50])[O-:51].[CH2:59]1[O:60][CH2:61][CH2:62][CH2:63]1.[CH3:45][OH:46].[ClH:47].[F:1][c:2]1[c:3](-[c:9]2[n:10][c:11]3[c:12]([c:13]4[cH:14][cH:15][c:16]([F:19])[cH:17][c:18]24)[n:20][n:21]([CH2:37][O:38][CH2:39][CH2:40][Si:41]([CH3:42])([CH3:43])[CH3:44])[c:22]3[NH:23][CH:24]2[CH2:25][CH2:26][N:27]([C:30]([O:31][C:32]([CH3:33])([CH3:34])[CH3:35])=[O:36])[CH2:28][CH2:29]2)[c:4]([F:8])[cH:5][cH:6][cH:7]1.[Na+:52].[O:53]1[CH2:54][CH2:55][O:56][CH2:57][CH2:58]1>>[F:1][c:2]1[c:3](-[c:9]2[n:10][c:11]3[c:12]([c:13]4[cH:14][cH:15][c:16]([F:19])[cH:17][c:18]24)[n:20][n:21]([CH2:37][O:38][CH2:39][CH2:40][Si:41]([CH3:42])([CH3:43])[CH3:44])[c:22]3[NH:23][CH:24]2[CH2:25][CH2:26][NH:27][CH2:28][CH2:29]2)[c:4]([F:8])[cH:5][cH:6][cH:7]1. The reactants are C1CCOC1, Clc1ccc(CN2CCNCC2)cc1, O=C=NCc1ccc(Cl)cc1. The product is O=C(NCc1ccc(Cl)cc1)N1CCN(Cc2ccc(Cl)cc2)CC1. As a reaction SMILES: [CH2:26]1[O:27][CH2:28][CH2:29][CH2:30]1.[Cl:12][c:13]1[cH:14][cH:15][c:16]([CH2:17][N:18]2[CH2:19][CH2:20][NH:21][CH2:22][CH2:23]2)[cH:24][cH:25]1.[Cl:1][c:2]1[cH:3][cH:4][c:5]([CH2:6][N:7]=[C:8]=[O:9])[cH:10][cH:11]1>>[Cl:1][c:2]1[cH:3][cH:4][c:5]([CH2:6][NH:7][C:8](=[O:9])[N:21]2[CH2:20][CH2:19][N:18]([CH2:17][c:16]3[cH:15][cH:14][c:13]([Cl:12])[cH:25][cH:24]3)[CH2:23][CH2:22]2)[cH:10][cH:11]1. The reactants are C(C=CC)OC(C(=C)C)C1=CC=CC=C1 ([1-(2-butenyloxy)-2-methyl-2-propenyl]benzene), RuCl2(PPh3)3, C=1(C)C(C)=CC(C)=CC1 (pseudo-cumene). Run at time 4 hour. Product: C(C)C(C=O)CC(=CC1=CC=CC=C1)C (2-Ethyl-4-methyl-5-phenyl-4-pentenal). The yield is 51.0%. RXN SMILES: C([O:5][CH:6]([C:10]1[CH:15]=[CH:14][CH:13]=[CH:12][CH:11]=1)C(C)=C)C=CC.[C:16]1([C:18](=[CH:20][C:21](=[CH:23][CH:24]=1)C)C)[CH3:17]>>[CH2:15]([CH:10]([CH2:11][C:12]([CH3:13])=[CH:17][C:16]1[CH:24]=[CH:23][CH:21]=[CH:20][CH:18]=1)[CH:6]=[O:5])[CH3:14]. Procedure details: The [1-(2-butenyloxy)-2-methyl-2-propenyl]benzene (26.9 g, 0.126 mol), [RuCl2(PPh3)3] (280 mg), BHT (100 mg) and pseudo-cumene (25 ml) were heated together in an autoclave placed in an oil bath at 180° C. for 4 hours. After cooling to room temperature, the pseudo-cumene was distilled off (40° C./5 mbar) and the residue purified by column chromatography on silica gel (eluent: heptanes/ethyl acetate 50:1 to 10:1) followed by bulb-to-bulb distillation (87° C./0.008 mbar). 13.0 g of the desired prod...